This data is from the Open Reaction Database (ORD), a public repository of structured organic reaction records. The task is: describe an organic reaction: reactants, conditions, products, and yield Reactants: C1(=CC=CC=C1)C(SCC(C(=O)O)C)(C1=CC=CC=C1)C1=CC=CC=C1 (3-Triphenylmethylthio-2-methylpropanoic acid), N,N'-carbonyldiimidazole, N1[C@H](C(=O)O)CCC1 (L-proline), CN1CCOCC1 (N-methylmorpholine). Solvent: O1CCCC1 (tetrahydrofuran), CC(=O)N(C)C (dimethylacetamide). Product: C1(=CC=CC=C1)C(SCC(C(=O)N1[C@H](C(=O)O)CCC1)C)(C1=CC=CC=C1)C1=CC=CC=C1 (1-[3-(triphenylmethylthio)-2-methylpropanoyl]-L-proline). Reaction SMILES: [C:1]1([C:7]([C:21]2[CH:26]=[CH:25][CH:24]=[CH:23][CH:22]=2)([C:15]2[CH:20]=[CH:19][CH:18]=[CH:17][CH:16]=2)[S:8][CH2:9][CH:10]([CH3:14])[C:11](O)=[O:12])[CH:6]=[CH:5][CH:4]=[CH:3][CH:2]=1.[NH:27]1[CH2:34][CH2:33][CH2:32][C@H:28]1[C:29]([OH:31])=[O:30].CN1CCOCC1>O1CCCC1.CC(N(C)C)=O>[C:1]1([C:7]([C:21]2[CH:26]=[CH:25][CH:24]=[CH:23][CH:22]=2)([C:15]2[CH:16]=[CH:17][CH:18]=[CH:19][CH:20]=2)[S:8][CH2:9][CH:10]([CH3:14])[C:11]([N:27]2[CH2:34][CH2:33][CH2:32][C@H:28]2[C:29]([OH:31])=[O:30])=[O:12])[CH:2]=[CH:3][CH:4]=[CH:5][CH:6]=1. Procedure details: 3-Triphenylmethylthio-2-methylpropanoic acid (1.8 g.) and N,N'-carbonyldiimidazole (0.8 g.) are dissolved in tetrahydrofuran (10 ml.) with stirring at room temperature. After twenty minutes, the solution is added to a mixture of L-proline (0.6 g.) and N-methylmorpholine (1 g.) in dimethylacetamide (20 ml.). The resulting mixture is stirred overnight at room temperature, concentrated to dryness and the residue dissolved in a mixture of ethyl acetate and 10% aqueous potassium bisulfate. The organi...